From a dataset of the Open Reaction Database (ORD), a public repository of structured organic reaction records. describe an organic reaction: reactants, conditions, products, and yield Starting materials: O1CCCC1 (tetrahydrofuran), NC1=C(C(=O)OC)C=C(C(=C1F)N)[N+](=O)[O-] (Methyl 2,4-diamino-3-fluoro-5-nitrobenzoate). The reagents and catalysts are [Pd] (Pd/C). Run in CO (methanol). The product is NC1=C(C(=O)OC)C=C(C(=C1F)N)N (Methyl 2,4,5-triamino-3-fluorobenzoate). Yield: 108.4%. RXN SMILES: [NH2:1][C:2]1[C:11]([F:12])=[C:10]([NH2:13])[C:9]([N+:14]([O-])=O)=[CH:8][C:3]=1[C:4]([O:6][CH3:7])=[O:5].O1CCCC1>CO.[Pd]>[NH2:1][C:2]1[C:11]([F:12])=[C:10]([NH2:13])[C:9]([NH2:14])=[CH:8][C:3]=1[C:4]([O:6][CH3:7])=[O:5]. Procedure details: A mixture of methyl 2,4-diamino-3-fluoro-5-nitrobenzoate (5) (40.0 g, 173.7 mmol) and 5% Pd/C (3.0 g, Type 487; 0.4 mol % Pd relative to starting material), in methanol (300.0 mL) and tetrahydrofuran (300.0 mL) was stirred at 2000 RPM, under hydrogen (˜3.5 bar), at 50° C. in a 1.5 L hydrogenation vessel. After 6 hours the vessel was purged with nitrogen and HPLC analysis indicated that no starting material remained. The mixture was then filtered under nitrogen pressure and the filter washed thro... Reactants: BrC=1C=C(CO[C@@H]2CN(CC2)C(CCC(C#N)(C2=CC=CC=C2)C2=CC=CC=C2)(C)C)C=CC1 (5-{(3S)-3-[(3-Bromobenzyl)oxy]pyrrolidin-1-yl}-5-methyl-2,2-diphenylhexanenitrile), OC1=CC=C(C=C1)B(O)O (4-hydroxyphenylboronic acid). Yields the product N (ammonia), OC1=CC=C(C=C1)C1=CC(=CC=C1)CO[C@@H]1CN(CC1)C(CCC(C#N)(C1=CC=CC=C1)C1=CC=CC=C1)(C)C (5-{(3S)-3-[(4′-Hydroxybiphenyl-3-yl)methoxy]pyrrolidin-1-yl}-5-methyl-2,2-diphenylhexanenitrile). Reaction SMILES: Br[C:2]1[CH:3]=[C:4]([CH:32]=[CH:33][CH:34]=1)[CH2:5][O:6][C@H:7]1[CH2:11][CH2:10][N:9]([C:12]([CH3:31])([CH3:30])[CH2:13][CH2:14][C:15]([C:24]2[CH:29]=[CH:28][CH:27]=[CH:26][CH:25]=2)([C:18]2[CH:23]=[CH:22][CH:21]=[CH:20][CH:19]=2)[C:16]#[N:17])[CH2:8]1.[OH:35][C:36]1[CH:41]=[CH:40][C:39](B(O)O)=[CH:38][CH:37]=1>>[NH3:9].[OH:35][C:36]1[CH:41]=[CH:40][C:39]([C:2]2[CH:34]=[CH:33][CH:32]=[C:4]([CH2:5][O:6][C@H:7]3[CH2:11][CH2:10][N:9]([C:12]([CH3:30])([CH3:31])[CH2:13][CH2:14][C:15]([C:18]4[CH:23]=[CH:22][CH:21]=[CH:20][CH:19]=4)([C:24]4[CH:29]=[CH:28][CH:27]=[CH:26][CH:25]=4)[C:16]#[N:17])[CH2:8]3)[CH:3]=2)=[CH:38][CH:37]=1. Procedure: The title compound was prepared from the product of example 55 and 4-hydroxyphenylboronic acid, using the same method as that described for example 56. The crude compound was purified by column chromatography on silica gel, eluting with ethyl acetate. The appropriate fractions were evaporated under reduced pressure and the residue was further purified by column chromatography on silica gel, eluting with dichloromethane:methanol:0.88 ammonia, 98:2:0.2 to 95:5:0.5, to afford the desired compound a... Reactants: C(C)(=O)N1CCN(CC1)C=1C=CC(=NC1)NC(CC1=CC(=C(C=C1)Br)C(F)(F)F)=O (N-(5-(4-acetylpiperazin-1-yl)pyridin-2-yl)-2-(4-bromo-3-(trifluoromethyl)phenyl)acetamide), CC1=NC=CC(=C1)B(O)O (2-methylpyridin-4-ylboronic acid), C1(=CC=CC=C1)C (toluene), C([O-])([O-])=O.[Na+].[Na+] (sodium carbonate). Reagents/catalysts: C=1C=CC(=CC1)[P](C=2C=CC=CC2)(C=3C=CC=CC3)[Pd]([P](C=4C=CC=CC4)(C=5C=CC=CC5)C=6C=CC=CC6)([P](C=7C=CC=CC7)(C=8C=CC=CC8)C=9C=CC=CC9)[P](C=1C=CC=CC1)(C=1C=CC=CC1)C=1C=CC=CC1 (Pd(PPh3)4). Run in C(C)O (ethanol). Conditions: temperature 110 celsius. The product is C(C)(=O)N1CCN(CC1)C=1C=CC(=NC1)NC(CC1=CC(=C(C=C1)C1=CC(=NC=C1)C)C(F)(F)F)=O (N-(5-(4-acetylpiperazin-1-yl)pyridin-2-yl)-2-(4-(2-methylpyridin-4-yl)-3-(trifluoromethyl)phenyl)acetamide). As a reaction SMILES: [C:1]([N:4]1[CH2:9][CH2:8][N:7]([C:10]2[CH:11]=[CH:12][C:13]([NH:16][C:17](=[O:30])[CH2:18][C:19]3[CH:24]=[CH:23][C:22](Br)=[C:21]([C:26]([F:29])([F:28])[F:27])[CH:20]=3)=[N:14][CH:15]=2)[CH2:6][CH2:5]1)(=[O:3])[CH3:2].[CH3:31][C:32]1[CH:37]=[C:36](B(O)O)[CH:35]=[CH:34][N:33]=1.C1(C)C=CC=CC=1.C(=O)([O-])[O-].[Na+].[Na+]>C1C=CC([P]([Pd]([P](C2C=CC=CC=2)(C2C=CC=CC=2)C2C=CC=CC=2)([P](C2C=CC=CC=2)(C2C=CC=CC=2)C2C=CC=CC=2)[P](C2C=CC=CC=2)(C2C=CC=CC=2)C2C=CC=CC=2)(C2C=CC=CC=2)C2C=CC=CC=2)=CC=1.C(O)C>[C:1]([N:4]1[CH2:9][CH2:8][N:7]([C:10]2[CH:11]=[CH:12][C:13]([NH:16][C:17](=[O:30])[CH2:18][C:19]3[CH:24]=[CH:23][C:22]([C:36]4[CH:35]=[CH:34][N:33]=[C:32]([CH3:31])[CH:37]=4)=[C:21]([C:26]([F:29])([F:28])[F:27])[CH:20]=3)=[N:14][CH:15]=2)[CH2:6][CH2:5]1)(=[O:3])[CH3:2] |f:3.4.5,^1:57,59,78,97|. Procedure: To a reaction vessel charged with N-(5-(4-acetylpiperazin-1-yl)pyridin-2-yl)-2-(4-bromo-3-(trifluoromethyl)phenyl)acetamide 192-1 (300 mg, 0.62 mmol), 2-methylpyridin-4-ylboronic acid 172-1 (127 mg, 0.93 mmol) and Pd(PPh3)4 (36 m g, 0.03 mmol) was added toluene (6 mL), ethanol (2 mL) and saturated sodium carbonate (2 mL). The reaction mixture was flushed with nitrogen and heated to 110° C. for 10 hours. After the reaction was cooled down to room temperature, it was partitioned between ethyl acet... Product: FC(COCC(CC(=O)OCCC#N)=O)(F)F (2-Cyanoethyl 4-(2, 2, 2-trifluoroethyl)oxy-3-oxobutanoate). Reported procedure: A mixture of 4.04 g of ethyl 4-(2,2,2-trifluoroethyl)oxy-3-oxobutanoate (17.7 mmol) and 2.55 g of 3-hydroxypropionitrile (35.9 mmol) was heated at reflux temperature at a bath temperature of 135-150° C. at 10 torr for 6 hrs. The reflux condensor was replaced with a distillation head and the product was distilled under reduced pressure to give 4.26 g (96%) of the desired product as a viscous oil: bp 155-158° C. (1.5). The product was used in the next step after spectral characterization. Reaction conditions: temperature 142.5 celsius. Yield: 95.1%. The reactants are FC(COCC(CC(=O)OCC)=O)(F)F (ethyl 4-(2,2,2-trifluoroethyl)oxy-3-oxobutanoate), OCCC#N (3-hydroxypropionitrile). RXN SMILES: [F:1][C:2]([F:15])([F:14])[CH2:3][O:4][CH2:5][C:6](=[O:13])[CH2:7][C:8]([O:10][CH2:11][CH3:12])=[O:9].OCC[C:19]#[N:20]>>[F:1][C:2]([F:14])([F:15])[CH2:3][O:4][CH2:5][C:6](=[O:13])[CH2:7][C:8]([O:10][CH2:11][CH2:12][C:19]#[N:20])=[O:9]. Reactants: C(C1=CC=CC=C1)(=O)NC=1N=CN(C1)CCCCC1(C2=CC=CC=C2C=2C=CC=CC12)C(=O)NCC(F)(F)F (9-[4-[4-(Benzoylamino)-1H-imidazol-1-yl]butyl]-N-(2,2,2-trifluoroethyl)-9H-fluorene-9-carboxamide), CC=1NC(=CN1)[N+](=O)[O-] (2-methyl-5-nitroimidazole), C(=O)([O-])[O-].[K+].[K+] (K2CO3). Solvent: CN(C)C=O (DMF). Reaction conditions: time 3 day. Yields the product C(C1=CC=CC=C1)(=O)NC=1N=C(N(C1)CCCCC1(C2=CC=CC=C2C=2C=CC=CC12)C(=O)NCC(F)(F)F)C (9-[4-[4-(Benzoylamino)-2-methyl-1H-imidazol-1-yl]-butyl]-N-(2,2,2-trifluoroethyl)-9H-fluorene-9-carboxamide). Yield: 88.0%. RXN SMILES: [C:1]([NH:9][C:10]1[N:11]=[CH:12][N:13]([CH2:15][CH2:16][CH2:17][CH2:18][C:19]2([C:32]([NH:34][CH2:35][C:36]([F:39])([F:38])[F:37])=[O:33])[C:31]3[CH:30]=[CH:29][CH:28]=[CH:27][C:26]=3[C:25]3[C:20]2=[CH:21][CH:22]=[CH:23][CH:24]=3)[CH:14]=1)(=[O:8])[C:2]1[CH:7]=[CH:6][CH:5]=[CH:4][CH:3]=1.[CH3:40]C1NC([N+]([O-])=O)=CN=1.C([O-])([O-])=O.[K+].[K+]>CN(C=O)C>[C:1]([NH:9][C:10]1[N:11]=[C:12]([CH3:40])[N:13]([CH2:15][CH2:16][CH2:17][CH2:18][C:19]2([C:32]([NH:34][CH2:35][C:36]([F:38])([F:37])[F:39])=[O:33])[C:31]3[CH:30]=[CH:29][CH:28]=[CH:27][C:26]=3[C:25]3[C:20]2=[CH:21][CH:22]=[CH:23][CH:24]=3)[CH:14]=1)(=[O:8])[C:2]1[CH:7]=[CH:6][CH:5]=[CH:4][CH:3]=1 |f:2.3.4|. Reported procedure: To a solid mixture of Example 273 Part A(2) compound (1.00 g, 2.35 mmoL), 2-methyl-5-nitroimidazole (400 mg, 3.15 mmol), and K2CO3 (2.82 mmol) was added DMF (5 mL) and the mixture was stirred at room temperature for 3 days. The reaction was partitioned between EtOAc and saturated NaHCO3 and the organic layer was washed successively with H2O and brine. The solution was dried (Na2SO4), filtered, and stripped. The residue was triturated with Et2O/EtOAc/hexane to give title compound (973 mg, 88%) as...